From a dataset of the Open Reaction Database (ORD), a public repository of structured organic reaction records. describe an organic reaction: reactants, conditions, products, and yield Starting materials: O=C([O-])[O-], CCCS, O=[N+]([O-])c1cc(F)ccc1F, [K+], [K+], O. Yields the product CCCSc1ccc(F)cc1[N+](=O)[O-]. Reaction SMILES: [C:1](=[O:2])([O-:3])[O-:4].[CH2:7]([CH2:8][CH3:9])[SH:10].[F:11][c:12]1[c:13]([N+:19](=[O:20])[O-:21])[cH:14][c:15]([F:18])[cH:16][cH:17]1.[K+:5].[K+:6].[OH2:22]>>[CH2:7]([CH2:8][CH3:9])[S:10][c:12]1[c:13]([N+:19](=[O:20])[O-:21])[cH:14][c:15]([F:18])[cH:16][cH:17]1. The reactants are CO, COc1ccc2[nH]ccc2c1, Cl, [K+], O=C1CCNCC1, [OH-], O. Product: COc1ccc2[nH]cc(C3=CCNCC3)c2c1. As a reaction SMILES: [CH3:23][OH:24].[CH3:3][O:4][c:5]1[cH:6][c:7]2[cH:8][cH:9][nH:10][c:11]2[cH:12][cH:13]1.[ClH:14].[K+:2].[NH:15]1[CH2:16][CH2:17][C:18](=[O:21])[CH2:19][CH2:20]1.[OH-:1].[OH2:22]>>[CH3:3][O:4][c:5]1[cH:6][c:7]2[c:8]([C:18]3=[CH:17][CH2:16][NH:15][CH2:20][CH2:19]3)[cH:9][nH:10][c:11]2[cH:12][cH:13]1.